This data is from the Open Reaction Database (ORD), a public repository of structured organic reaction records. The task is: describe an organic reaction: reactants, conditions, products, and yield The reactants are C(C)OC(=O)C=1N=C(SC1SC)NC(=O)N(C1CCCCC1)C1CCCCC1 (2-(3,3-Dicyclohexyl-ureido)-5-methylsulfanyl-thiazole-4-carboxylic acid ethyl ester), C(C)OC(=O)C=1N=C(SC1SC#N)NC(=O)N(C1CCCCC1)C1CCCCC1 (2-(3,3-dicyclohexyl-ureido)-5-thiocyanato-thiazole-4-carboxylic acid ethyl ester), CI (methyl iodide). Yields the product C1(CCCCC1)N(C(NC=1SC(=C(N1)C(=O)O)SC)=O)C1CCCCC1 (2-(3,3-Dicyclohexyl-ureido)-5-methylsulfanyl-thiazole-4-carboxylic acid). RXN SMILES: C([O:3][C:4]([C:6]1[N:7]=[C:8]([NH:13][C:14]([N:16]([CH:23]2[CH2:28][CH2:27][CH2:26][CH2:25][CH2:24]2)[CH:17]2[CH2:22][CH2:21][CH2:20][CH2:19][CH2:18]2)=[O:15])[S:9][C:10]=1[S:11][CH3:12])=[O:5])C.C(OC(C1N=C(NC(N(C2CCCCC2)C2CCCCC2)=O)SC=1SC#N)=O)C.CI>>[CH:23]1([N:16]([CH:17]2[CH2:22][CH2:21][CH2:20][CH2:19][CH2:18]2)[C:14](=[O:15])[NH:13][C:8]2[S:9][C:10]([S:11][CH3:12])=[C:6]([C:4]([OH:5])=[O:3])[N:7]=2)[CH2:24][CH2:25][CH2:26][CH2:27][CH2:28]1. Reported procedure: 2-(3,3-Dicyclohexyl-ureido)-5-methylsulfanyl-thiazole-4-carboxylic acid ethyl ester was pre-pared as described in general procedure (H) using 2-(3,3-dicyclohexyl-ureido)-5-thiocyanato-thiazole-4-carboxylic acid ethyl ester and methyl iodide. Hydrolysis using general procedure (F) gave the title compound. Reactants: C(C(=O)C)C1=CC=C(OCC2CCC(O2)C(=O)OC)C=C1 (methyl 5-[4-acetonylphenoxymethyl]tetrahydrofuran-2-carboxylate), ethylene ketal, CN (Methylamine), solution, C(C)O (ethanol), C(C)O (ethanol). Yields the product CC1(OC(CC1)COC1=CC=C(C=C1)CC(=O)C)C(=O)N (methyl 5-[4-acetonylphenoxymethyl]tetrahydrofuran-2-carboxamide). Reaction SMILES: [CH3:1][NH2:2].[CH2:3]([C:7]1[CH:23]=[CH:22][C:10]([O:11][CH2:12][CH:13]2[O:17][CH:16]([C:18](OC)=O)[CH2:15][CH2:14]2)=[CH:9][CH:8]=1)[C:4]([CH3:6])=[O:5].C([OH:26])C>>[CH3:18][C:16]1([C:1]([NH2:2])=[O:26])[CH2:15][CH2:14][CH:13]([CH2:12][O:11][C:10]2[CH:22]=[CH:23][C:7]([CH2:3][C:4]([CH3:6])=[O:5])=[CH:8][CH:9]=2)[O:17]1. Reported procedure: Methylamine (15 ml of a 33% solution in ethanol) was added, dropwise, to a stirred solution of methyl 5-[4-acetonylphenoxymethyl]tetrahydrofuran-2-carboxylate, ethylene ketal (4.1 g) in ethanol (80 ml). The reaction mixture was stirred and heated under reflux for 4 hr, cooled and evaporated to an oil which was dissolved in a mixture of methanol (40 ml) and 2N hydrochloric acid (40 ml) and stirred at ambient temperature for 3 hr. The methanol was evaporated and the aqueous residue was extracted i... Starting materials: copper-I bromide, C1(=CC=CC=C1)[O-].[Na+] (sodium phenolate), COC(C1=CC(=C(C=C1)F)Br)OC (3-bromo-4-fluoro-benzaldehyde dimethyl acetal). Run in COCCOCCOC (diethylene glycol dimethyl ether). Reaction conditions: temperature 155 celsius, time 7 hour. The product is COC(C1=CC(=C(C=C1)F)OC1=CC=CC=C1)OC (3-phenoxy-4-fluoro-benzaldehyde dimethyl acetal). The yield is 75.4%. As a reaction SMILES: [C:1]1([O-:7])[CH:6]=[CH:5][CH:4]=[CH:3][CH:2]=1.[Na+].[CH3:9][O:10][CH:11]([O:20][CH3:21])[C:12]1[CH:17]=[CH:16][C:15]([F:18])=[C:14](Br)[CH:13]=1>COCCOCCOC>[CH3:9][O:10][CH:11]([O:20][CH3:21])[C:12]1[CH:17]=[CH:16][C:15]([F:18])=[C:14]([O:7][C:1]2[CH:6]=[CH:5][CH:4]=[CH:3][CH:2]=2)[CH:13]=1 |f:0.1|. Procedure details: 0.4 g of copper-I bromide and 43.5 g (0.375 mole) of sodium phenolate were added to 95 ml of diethylene glycol dimethyl ether (diglyme). The temperature of the mixture rose to about 80° C. To effect dehydration, 15 ml of diglyme (boiling point 160° C.) were distilled off under normal pressure. 57.3 g (0.23 mole) of 3-bromo-4-fluoro-benzaldehyde dimethyl acetal were then added dropwise in the course of 10 minutes, at 150°-155° C., and the reaction mixture was stirred for a further 7 hours at 155°...